From a dataset of the Open Reaction Database (ORD), a public repository of structured organic reaction records. describe an organic reaction: reactants, conditions, products, and yield The reactants are CC12CC3(C(C(CC(C1)(C3)C)C2)C)C(=O)O (3,5,8-trimethyl-1-adamantane carboxylic acid). Solvent: O1CCCC1 (tetrahydrofuran), O1CCCC1 (tetrahydrofuran). Procedure details: To a solution of 3,5,8-trimethyl-1-adamantane carboxylic acid (0.5 g) in tetrahydrofuran (3 mL) was dropwise added BH3.tetrahydrofuran (4.50 mL) and the mixture was stirred at room temperature for 14 hours. The reaction mixture was quenched with methanol (3 mL), concentrated and purified by chromatography on silica gel using 0-30% ethyl acetate/hexanes as eluent to provide the title compound. The product is CC12CC3(C(C(CC(C1)(C3)C)C2)C)CO (3,5,8-trimethyl-1-adamantanemethanol). Reaction SMILES: [CH3:1][C:2]12[CH2:12][CH:6]3[CH2:7][C:8]([CH3:11])([CH2:10][C:4]([C:14](O)=[O:15])([CH:5]3[CH3:13])[CH2:3]1)[CH2:9]2>O1CCCC1>[CH3:11][C:8]12[CH2:7][CH:6]3[CH2:12][C:2]([CH3:1])([CH2:3][C:4]([CH2:14][OH:15])([CH:5]3[CH3:13])[CH2:10]1)[CH2:9]2. Procedure: The title compound is prepared in a manner substantially similar to Example 62 starting from 3-{4-[1-(6-chloro-pyridin-3-yloxy)-pentyl]-benzoylamino}-propionic acid methyl ester and 4-trifluoromethyl phenyl boronic acid. MS: 499.2 [M−H]−. Starting materials: COC(CCNC(C1=CC=C(C=C1)C(CCCC)OC=1C=NC(=CC1)Cl)=O)=O (3-{4-[1-(6-chloro-pyridin-3-yloxy)-pentyl]-benzoylamino}-propionic acid methyl ester), FC(C1=CC=C(C=C1)B(O)O)(F)F (4-trifluoromethyl phenyl boronic acid). As a reaction SMILES: C[O:2][C:3](=[O:28])[CH2:4][CH2:5][NH:6][C:7](=[O:27])[C:8]1[CH:13]=[CH:12][C:11]([CH:14]([O:19][C:20]2[CH:21]=[N:22][C:23](Cl)=[CH:24][CH:25]=2)[CH2:15][CH2:16][CH2:17][CH3:18])=[CH:10][CH:9]=1.[F:29][C:30]([F:41])([F:40])[C:31]1[CH:36]=[CH:35][C:34](B(O)O)=[CH:33][CH:32]=1>>[F:29][C:30]([F:41])([F:40])[C:31]1[CH:36]=[CH:35][C:34]([C:23]2[N:22]=[CH:21][C:20]([O:19][CH:14]([C:11]3[CH:12]=[CH:13][C:8]([C:7]([NH:6][CH2:5][CH2:4][C:3]([OH:2])=[O:28])=[O:27])=[CH:9][CH:10]=3)[CH2:15][CH2:16][CH2:17][CH3:18])=[CH:25][CH:24]=2)=[CH:33][CH:32]=1. The product is FC(C1=CC=C(C=C1)C1=CC=C(C=N1)OC(CCCC)C1=CC=C(C(=O)NCCC(=O)O)C=C1)(F)F (Racemic 3-(4-{1-[6-(4-trifluoromethyl-phenyl)-pyridin-3-yloxy]-pentyl}-benzoylamino)-propionic acid). Reactants: C[Al](C)C, CC12C=CC(=O)C=C1CCC1C2CCC2(C)C(=O)CCC12, CCCCCC, CCOC(C)=O, Cc1cc(C(C)(C)C)c(O)c(C(C)(C)C)c1, O. The product is CC1=CC(=O)C=C2CCC3C4CCC(=O)C4(C)CCC3C12C. Reaction SMILES: [CH3:1][Al:2]([CH3:3])[CH3:4].[CH3:21][C:22]12[C:23](=[O:41])[CH2:24][CH2:25][CH:26]1[CH:27]1[CH2:28][CH2:29][C:30]3=[CH:31][C:32](=[O:40])[CH:33]=[CH:34][C:35]3([CH3:36])[CH:37]1[CH2:38][CH2:39]2.[CH3:43][CH2:44][CH2:45][CH2:46][CH2:47][CH3:48].[CH3:49][CH2:50][O:51][C:52](=[O:53])[CH3:54].[CH3:5][c:6]1[cH:7][c:8]([C:9]([CH3:10])([CH3:11])[CH3:12])[c:13]([OH:14])[c:15]([C:16]([CH3:17])([CH3:18])[CH3:19])[cH:20]1.[OH2:42]>>[CH3:5][C:34]1=[CH:33][C:32](=[O:40])[CH:31]=[C:30]2[CH2:29][CH2:28][CH:27]3[CH:26]4[C:22]([CH3:21])([C:23](=[O:41])[CH2:24][CH2:25]4)[CH2:39][CH2:38][CH:37]3[C:35]21[CH3:36]. Reactants: CCI, COCCn1nnc2c(Nc3c(C)cc(C)cc3C)nc(C)nc21, CN(C)C=O, [H-], [Na+], O. Reaction SMILES: [CH2:27]([CH3:28])[I:29].[CH3:1][O:2][CH2:3][CH2:4][n:5]1[n:6][n:7][c:8]2[c:9]1[n:10][c:11]([CH3:24])[n:12][c:13]2[NH:14][c:15]1[c:16]([CH3:23])[cH:17][c:18]([CH3:22])[cH:19][c:20]1[CH3:21].[CH3:30][N:31]([CH3:32])[CH:33]=[O:34].[H-:25].[Na+:26].[OH2:35]>>[CH3:1][O:2][CH2:3][CH2:4][n:5]1[n:6][n:7][c:8]2[c:9]1[n:10][c:11]([CH3:24])[n:12][c:13]2[N:14]([c:15]1[c:16]([CH3:23])[cH:17][c:18]([CH3:22])[cH:19][c:20]1[CH3:21])[CH2:27][CH3:28]. The product is CCN(c1c(C)cc(C)cc1C)c1nc(C)nc2c1nnn2CCOC.